Dataset: the Open Reaction Database (ORD), a public repository of structured organic reaction records. Task: describe an organic reaction: reactants, conditions, products, and yield The reactants are BrC1=CC2=C(N(C=N2)C)C=C1 (5-bromo-1-methyl-1H-benzoimidazole), O1CCOC12CCC(CC2)=O (1,4-dioxa-spiro[4.5]decan-8-one). Yields the product CN1C=NC2=C1C=C(C=C2)C2(CCC1(OCCO1)CC2)O (8-(3-Methyl-3H-benzoimidazol-5-yl)-1,4-dioxa-spiro[4.5]decan-8-ol). Reaction SMILES: Br[C:2]1[CH:11]=[CH:10][C:5]2[N:6]([CH3:9])[CH:7]=[N:8][C:4]=2[CH:3]=1.[O:12]1[C:16]2([CH2:21][CH2:20][C:19](=[O:22])[CH2:18][CH2:17]2)[O:15][CH2:14][CH2:13]1>>[CH3:9][N:6]1[C:5]2[CH:10]=[C:11]([C:19]3([OH:22])[CH2:20][CH2:21][C:16]4([O:15][CH2:14][CH2:13][O:12]4)[CH2:17][CH2:18]3)[CH:2]=[CH:3][C:4]=2[N:8]=[CH:7]1. Procedure details: The title compound was prepared as a white solid from 5-bromo-1-methyl-1H-benzoimidazole (prepared by methylation of 5-bromo-1H-benzoimidazole) and 1,4-dioxa-spiro[4.5]decan-8-one using the procedure described in Step A of Example 1. Reactants: C(CCCCCCCCCCC\C=C/CCCCCCCC)N (erucyl amine), C(C(O)C)(=O)OCC (ethyl lactate), amine. Conditions: temperature 130 celsius, time 8 hour. The product is C(CCCCCCCCCCC\C=C/CCCCCCCC)NC(C(O)C)=O (N-erucyl lactamide). Yield: 93.0%. As a reaction SMILES: [CH2:1]([NH2:23])[CH2:2][CH2:3][CH2:4][CH2:5][CH2:6][CH2:7][CH2:8][CH2:9][CH2:10][CH2:11][CH2:12]/[CH:13]=[CH:14]\[CH2:15][CH2:16][CH2:17][CH2:18][CH2:19][CH2:20][CH2:21][CH3:22].[C:24](OCC)(=[O:28])[CH:25]([CH3:27])[OH:26]>>[CH2:1]([NH:23][C:24](=[O:28])[CH:25]([CH3:27])[OH:26])[CH2:2][CH2:3][CH2:4][CH2:5][CH2:6][CH2:7][CH2:8][CH2:9][CH2:10][CH2:11][CH2:12]/[CH:13]=[CH:14]\[CH2:15][CH2:16][CH2:17][CH2:18][CH2:19][CH2:20][CH2:21][CH3:22]. Procedure: A one-liter, 3-neck flask equipped with a stirrer, thermometer, Dean-Stark receiver and condenser was charged with erucyl amine (320 grams; 1.0 mol), and ethyl lactate (130 grams; 1.1 mol) and stirred at 130° C. for 8 hours under a nitrogen atmosphere. The reaction was followed by total amine value and infrared spectrum analyses. The reaction mixture was then stripped at 135° C., 30 mmHg vacuum for 30 minutes to afford 368 g (94% yield) of N-erucyl lactamide. This product had a total amine value... Reactants: C1CCOC1, COC(=O)Cc1cccc(Oc2ccc(Br)cc2CN2C(=O)OCC2c2ccccc2)c1, Cl, [Li+], [OH-]. Product: O=C(O)Cc1cccc(Oc2ccc(Br)cc2CN2C(=O)OCC2c2ccccc2)c1. Reaction SMILES: [CH2:36]1[O:37][CH2:38][CH2:39][CH2:40]1.[CH3:1][O:2][C:3]([CH2:4][c:5]1[cH:6][c:7]([O:11][c:12]2[c:13]([CH2:19][N:20]3[C:21](=[O:31])[O:22][CH2:23][CH:24]3[c:25]3[cH:26][cH:27][cH:28][cH:29][cH:30]3)[cH:14][c:15]([Br:18])[cH:16][cH:17]2)[cH:8][cH:9][cH:10]1)=[O:32].[ClH:35].[Li+:33].[OH-:34]>>[O:2]=[C:3]([CH2:4][c:5]1[cH:6][c:7]([O:11][c:12]2[c:13]([CH2:19][N:20]3[C:21](=[O:31])[O:22][CH2:23][CH:24]3[c:25]3[cH:26][cH:27][cH:28][cH:29][cH:30]3)[cH:14][c:15]([Br:18])[cH:16][cH:17]2)[cH:8][cH:9][cH:10]1)[OH:32]. Starting materials: CS(=O)(=O)OCC1CN(c2ccc(C3=CCOCC3)c(F)c2)C(=O)O1, CN(C)C=O, CCCCCC, O=C(Nc1ccon1)OCC(Cl)(Cl)Cl, [H-], [Na+]. Product: O=C1OC(CNc2ccon2)CN1c1ccc(C2=CCOCC2)c(F)c1. As a reaction SMILES: [CH3:17][S:18]([O:19][CH2:20][CH:23]1[CH2:24][N:25]([c:29]2[cH:30][c:31]([F:41])[c:32]([C:35]3=[CH:40][CH2:39][O:38][CH2:37][CH2:36]3)[cH:33][cH:34]2)[C:26](=[O:28])[O:27]1)(=[O:21])=[O:22].[CH3:42][N:43]([CH3:44])[CH:45]=[O:46].[CH3:47][CH2:48][CH2:49][CH2:50][CH2:51][CH3:52].[Cl:1][C:2]([Cl:3])([Cl:4])[CH2:6][O:13][C:5]([NH:7][c:8]1[n:9][o:10][cH:11][cH:12]1)=[O:14].[H-:15].[Na+:16]>>[CH2:5]([NH:7][c:8]1[n:9][o:10][cH:11][cH:12]1)[CH:23]1[CH2:24][N:25]([c:29]2[cH:30][c:31]([F:41])[c:32]([C:35]3=[CH:40][CH2:39][O:38][CH2:37][CH2:36]3)[cH:33][cH:34]2)[C:26](=[O:28])[O:27]1.